This data is from the Open Reaction Database (ORD), a public repository of structured organic reaction records. The task is: describe an organic reaction: reactants, conditions, products, and yield Starting materials: FC(CCC(=O)N(C)OC)(C(F)(F)F)F (4,4,5,5,5-pentafluoro-N-methoxy-N-methylpentanamide), Grignard reagent, Grignard reagent, C(C)(C)[Mg]Cl (Isopropylmagnesium chloride), BrC1=NC=CC=C1 (2-bromopyridine). The solvent is C1CCOC1 (THF), C1CCOC1 (THF). Reaction conditions: temperature 25 celsius, time 8 hour. Yields the product FC(CCC(=O)C1=NC=CC=C1)(C(F)(F)F)F (4,4,5,5,5-pentafluoro-1-(pyridin-2-yl)pentan-1-one). Reaction SMILES: C([Mg]Cl)(C)C.Br[C:7]1[CH:12]=[CH:11][CH:10]=[CH:9][N:8]=1.[F:13][C:14]([F:27])([C:23]([F:26])([F:25])[F:24])[CH2:15][CH2:16][C:17](N(OC)C)=[O:18]>C1COCC1>[F:13][C:14]([F:27])([C:23]([F:24])([F:25])[F:26])[CH2:15][CH2:16][C:17]([C:7]1[CH:12]=[CH:11][CH:10]=[CH:9][N:8]=1)=[O:18]. Reported procedure: Isopropylmagnesium chloride (2 M in THF) (1.960 mL, 3.92 mmol) was added to a stirred solution of 2-bromopyridine (0.392 mL, 4.11 mmol) in dry THF (3.73 mL) at 25° C. under N2. After 2 h at 25° C. a solution of 4,4,5,5,5-pentafluoro-N-methoxy-N-methylpentanamide (0.8781 g, 3.73 mmol) in dry THF (1.866 mL) was added via cannula and the resulting mixture was stirred at 25° C. overnight. Another 0.2 eq. of Grignard reagent was generated by same procedure as above and added to reaction via cannula a... Reactants: C(CCCCCCCCC)N1C=NC=C1 (1-decylimidazole), O.C(C)(=O)[O-].[Cu+2].C(C)(=O)[O-] (copper(II) acetate monohydrate). Yields the product 195, C(CCCCCCCCC)N1C=NC=C1 (1-decylimidazole), C(C)(=O)[O-].[Cu+2].C(C)(=O)[O-] (copper acetate). Reaction SMILES: [CH2:1]([N:11]1[CH:15]=[CH:14][N:13]=[CH:12]1)[CH2:2][CH2:3][CH2:4][CH2:5][CH2:6][CH2:7][CH2:8][CH2:9][CH3:10].O.[C:17]([O-:20])(=[O:19])[CH3:18].[Cu+2:21].[C:22]([O-:25])(=[O:24])[CH3:23]>>[CH2:1]([N:11]1[CH:15]=[CH:14][N:13]=[CH:12]1)[CH2:2][CH2:3][CH2:4][CH2:5][CH2:6][CH2:7][CH2:8][CH2:9][CH3:10].[C:17]([O-:20])(=[O:19])[CH3:18].[Cu+2:21].[C:22]([O-:25])(=[O:24])[CH3:23] |f:1.2.3.4,6.7.8|. Procedure: 104 parts of 1-decylimidazole and 100 parts of copper(II) acetate monohydrate are intimately mixed at 140° C. After cooling, there is obtained 195 parts of a pale blue, pasty mass of a complex of 1-decylimidazole and copper acetate (active ingredient 66). Reactants: C(CC(=O)C)(=O)OCC (ethyl acetoacetate), Cl (hydrochloride), C(#N)CC(=O)OC (methyl cyanoacetate), C(C)(CC)N (sec-butylamine). Solvent: CO (methanol). Product: C(C)(CC)N1C(C(=C(C=C1O)C)C#N)=O (1-sec-butyl-3-cyano-6-hydroxy-4-methyl-2-pyridone). RXN SMILES: [C:1]([O:7]CC)(=O)[CH2:2][C:3]([CH3:5])=O.[C:10]([CH2:12][C:13]([O:15]C)=O)#[N:11].[CH:17]([NH2:21])([CH2:19][CH3:20])[CH3:18].Cl>CO>[CH:17]([N:21]1[C:1]([OH:7])=[CH:2][C:3]([CH3:5])=[C:12]([C:10]#[N:11])[C:13]1=[O:15])([CH2:19][CH3:20])[CH3:18]. Procedure details: A mixture composed of 130 g (1 mol) of ethyl acetoacetate, 99 g (1 mol) of methyl cyanoacetate, 146 g (2 mol) of sec-butylamine and 300 ml of methanol was heated in an autoclave at 100° to 110° C. for 10 hours. After cooling, the reaction solution was neutralized with diluted hydrochloride to obtain white crystals of 1-sec-butyl-3-cyano-6-hydroxy-4-methyl-2-pyridone. Reactants: C(C1=CC=CC=C1)OC1=C(C(=O)OC)C=CC(=C1)CC(=O)N1CC2=C(C=3C(=NC=CC3)N2CC2=CC(=CC=C2)F)CC1 (methyl 2-(benzyloxy)-4-{2-[9-(3-fluorobenzyl)-5,6,8,9-tetrahydro-7H-Pyrido[4′,3′:4,5]pyrrolo[2,3-b]pyridin-7-yl]-2-oxoethyl}benzoate), [H][H] (hydrogen). The reagents and catalysts are [C].[Pd] (palladium carbon). Run in CO.C1CCOC1 (methanol THF). Yields the product FC=1C=C(CN2C3=C(C=4C2=NC=CC4)CCN(C3)C(CC3=CC(=C(C(=O)OC)C=C3)O)=O)C=CC1 (methyl 4-{2-[9-(3-fluorobenzyl)-5,6,8,9-tetrahydro-7H-pyrido[4′,3′:4,5]pyrrolo[2,3-b]pyridin-7-yl]-2-oxoethyl}-2-hydroxybenzoate). Isolated yield 93.9%. Reaction SMILES: C([O:8][C:9]1[CH:18]=[C:17]([CH2:19][C:20]([N:22]2[CH2:42][CH2:41][C:25]3[C:26]4[C:27]([N:32]([CH2:33][C:34]5[CH:39]=[CH:38][CH:37]=[C:36]([F:40])[CH:35]=5)[C:24]=3[CH2:23]2)=[N:28][CH:29]=[CH:30][CH:31]=4)=[O:21])[CH:16]=[CH:15][C:10]=1[C:11]([O:13][CH3:14])=[O:12])C1C=CC=CC=1.[H][H]>[C].[Pd].CO.C1COCC1>[F:40][C:36]1[CH:35]=[C:34]([CH:39]=[CH:38][CH:37]=1)[CH2:33][N:32]1[C:27]2=[N:28][CH:29]=[CH:30][CH:31]=[C:26]2[C:25]2[CH2:41][CH2:42][N:22]([C:20](=[O:21])[CH2:19][C:17]3[CH:16]=[CH:15][C:10]([C:11]([O:13][CH3:14])=[O:12])=[C:9]([OH:8])[CH:18]=3)[CH2:23][C:24]1=2 |f:2.3,4.5|. Reported procedure: To 1.24 mL of a methanol/THF (1:1) solution of the compound (70 mg) produced in Example 63 was added 5% palladium carbon (7 mg, 10 wt %), and the mixture was stirred at room temperature for 3 hours under the hydrogen atmosphere. After the reaction solution was filtered with Celite, the solvent was concentrated under reduced pressure. The resulting residue was purified by silica gel column (hexane/ethyl acetate=70:30-40:60) to obtain the title compound (55.2 mg) having the following physical prop... The reactants are O=C([O-])[O-], CCN(CC)C(=O)CCl, ClCCl, [K+], [K+], CN(C)C=O, COC(=O)c1cccc2[nH]ccc12. The product is CCN(CC)C(=O)Cn1ccc2c(C(=O)OC)cccc21. RXN SMILES: [C:23](=[O:24])([O-:25])[O-:26].[Cl:14][CH2:15][C:16](=[O:17])[N:18]([CH2:19][CH3:20])[CH2:21][CH3:22].[Cl:34][CH2:35][Cl:36].[K+:27].[K+:28].[O:29]=[CH:30][N:31]([CH3:32])[CH3:33].[nH:1]1[cH:2][cH:3][c:4]2[c:5]([C:10](=[O:11])[O:12][CH3:13])[cH:6][cH:7][cH:8][c:9]12>>[n:1]1([CH2:15][C:16](=[O:17])[N:18]([CH2:19][CH3:20])[CH2:21][CH3:22])[cH:2][cH:3][c:4]2[c:5]([C:10](=[O:11])[O:12][CH3:13])[cH:6][cH:7][cH:8][c:9]12.